This data is from the Open Reaction Database (ORD), a public repository of structured organic reaction records. The task is: describe an organic reaction: reactants, conditions, products, and yield Reactants: C(O)([O-])=O (hydrogen carbonate), C(=NN)(N)N (aminoguanidine), FC(C(=O)[O-])(F)F (trifluoroacetate), OC1OC(C=2N3C(SCC21)C(C3=O)NC(\C(=N/OC)\C=3N=C(SC3)N)=O)=O (N-(1,4,5a,6-tetrahydro-3-hydroxy-1,7-dioxo-3H,7H-azeto[2,1-b]furo[3,4-d][1,3]-thiazin-6-yl)-2-(2-aminothiazol-4yl)-(Z)-2-methoxyimino acetic acid amide), C(C)#N (acetonitrile). Run in Cl (HCl). The product is NC=1SC=C(N1)/C(/C(=O)NC1[C@@H]2N(C(=C(CS2)C=NNC=NN)C(=O)O)C1=O)=N/OC (7-[(2-Amino-4-thiazolyl)-(Z)-(methoxyimino)acetyl]amino-3-[[(aminoimino-methyl)hydrazono]methyl]-3-cephem-4-carboxylic acid). RXN SMILES: C(=O)([O-])O.[C:5]([NH2:9])(N)=[N:6][NH2:7].FC(F)(F)C([O-])=O.O[CH:18]1[C:26]2[CH2:25][S:24][CH:23]3[CH:27]([NH:30][C:31](=[O:42])/[C:32](/[C:36]4[N:37]=[C:38]([NH2:41])[S:39][CH:40]=4)=[N:33]\[O:34][CH3:35])[C:28](=[O:29])[N:22]3[C:21]=2[C:20](=[O:43])[O:19]1.C(#[N:46])C>Cl>[NH2:41][C:38]1[S:39][CH:40]=[C:36](/[C:32](=[N:33]/[O:34][CH3:35])/[C:31]([NH:30][CH:27]2[C:28](=[O:29])[N:22]3[C:21]([C:20]([OH:19])=[O:43])=[C:26]([CH:18]=[N:46][NH:9][CH:5]=[N:6][NH2:7])[CH2:25][S:24][C@H:23]23)=[O:42])[N:37]=1. Procedure: 1.24 g of the hydrogen carbonate of aminoguanidine are dissolved in 9.15 ml of 2 N HCl and added under stirring to a solution of 3.2 g of the trifluoroacetate of N-(1,4,5a,6-tetrahydro-3-hydroxy-1,7-dioxo-3H,7H-azeto[2,1-b]furo[3,4-d][1,3]-thiazin-6-yl)-2-(2-aminothiazol-4yl)-(Z)-2-methoxyimino acetic acid amide in 125 ml of 4% aqueous acetonitrile. After ca. 90 minutes the precipitated dihydrochloride of 7-[(2-Amino-4-thiazolyl)(methoxyimino)acetyl]amino-3-[[(aminoimino-methyl)-hydrazono]methyl... Reactants: CCO, CN(C)S(=O)(=O)c1ccc(Cl)nc1, NN, O. Yields the product CN(C)S(=O)(=O)c1ccc(NN)nc1. Reaction SMILES: [CH3:17][CH2:18][OH:19].[Cl:1][c:2]1[cH:3][cH:4][c:5]([S:8](=[O:9])(=[O:10])[N:11]([CH3:12])[CH3:13])[cH:6][n:7]1.[NH2:15][NH2:16].[OH2:14]>>[c:2]1([NH:15][NH2:16])[cH:3][cH:4][c:5]([S:8](=[O:9])(=[O:10])[N:11]([CH3:12])[CH3:13])[cH:6][n:7]1. Starting materials: CCOCC, Cc1cc(C=O)cc(C)c1O, [Cl-], C[Si](C)(C)CCl, [Mg], [NH4+]. Product: Cc1cc(C(O)C[Si](C)(C)C)cc(C)c1O. RXN SMILES: [CH2:21]([O:22][CH2:23][CH3:24])[CH3:25].[CH3:8][c:9]1[cH:10][c:11]([CH:12]=[O:13])[cH:14][c:15]([CH3:18])[c:16]1[OH:17].[Cl-:19].[Cl:2][CH2:3][Si:4]([CH3:5])([CH3:6])[CH3:7].[Mg:1].[NH4+:20]>>[CH2:3]([Si:4]([CH3:5])([CH3:6])[CH3:7])[CH:12]([c:11]1[cH:10][c:9]([CH3:8])[c:16]([OH:17])[c:15]([CH3:18])[cH:14]1)[OH:13]. The reactants are O (Water), BrC=1SC=C(N1)C1=C(C(=CC=C1)Cl)Cl (2-bromo-4-(2,3-dichlorophenyl)-1,3-thiazole), N1(CCNCC1)C(=O)OC(C)(C)C (tert-butyl piperazine-1-carboxylate), C([O-])([O-])=O.[K+].[K+] (potassium carbonate). The solvent is CN(C=O)C (dimethylformamide). The product is ClC1=C(C=CC=C1Cl)C=1N=C(SC1)N1CCN(CC1)C(=O)OC(C)(C)C (tert-Butyl 4-[4-(2,3-dichlorophenyl)-1,3-thiazol-2-yl]piperazine-1-carboxylate). The yield is 7.4%. RXN SMILES: Br[C:2]1[S:3][CH:4]=[C:5]([C:7]2[CH:12]=[CH:11][CH:10]=[C:9]([Cl:13])[C:8]=2[Cl:14])[N:6]=1.[N:15]1([C:21]([O:23][C:24]([CH3:27])([CH3:26])[CH3:25])=[O:22])[CH2:20][CH2:19][NH:18][CH2:17][CH2:16]1.C(=O)([O-])[O-].[K+].[K+].O>CN(C)C=O>[Cl:14][C:8]1[C:9]([Cl:13])=[CH:10][CH:11]=[CH:12][C:7]=1[C:5]1[N:6]=[C:2]([N:18]2[CH2:17][CH2:16][N:15]([C:21]([O:23][C:24]([CH3:27])([CH3:26])[CH3:25])=[O:22])[CH2:20][CH2:19]2)[S:3][CH:4]=1 |f:2.3.4|. Procedure: A solution of 2-bromo-4-(2,3-dichlorophenyl)-1,3-thiazole (3.68 mg, 12.3 mmol), tert-butyl piperazine-1-carboxylate (4.44 g, 24.6 mmol) and potassium carbonate (1.65 g, 12.3 mmol) in dimethylformamide (40 ml) was stirred at 120° C. for 13 hours. Water was poured to the reaction mixture, and the mixture was extracted with ethyl acetate. The extract was washed with water, and dried over anhydrous magnesium sulfate, and the solvent was distilled off under reduced pressure. The residue was purified ... Run in C1CCOC1 (THF). Starting materials: C(C)O (ethanol), O=C(CN(C(OC(C)(C)C)=O)C)C1=CC=C(C=C1)N1CCOCC1 (tert-Butyl 2-oxo-2-(4-morpholin-4-ylphenyl)ethyl(methyl)carbamate), [BH4-].[Na+] (Sodium borohydride). Procedure details: tert-Butyl 2-oxo-2-(4-morpholin-4-ylphenyl)ethyl(methyl)carbamate (1.41 g, 4.22 mmol) was stirred under N2 in dry THF (25 ml) and absolute ethanol (2 ml). Sodium borohydride (0.16 g, 4.23 mmol) was added and the reaction stirred for 18 hr then the solvents evaporated. The residue was chromatographed over silica gel (90 g) eluting with 50% ethyl acetate-hexane. The product was obtained (1.0 g, 71%) as a clear gum which slowly crystallized to give a white solid. RXN SMILES: [O:1]=[C:2]([C:13]1[CH:18]=[CH:17][C:16]([N:19]2[CH2:24][CH2:23][O:22][CH2:21][CH2:20]2)=[CH:15][CH:14]=1)[CH2:3][N:4]([CH3:12])[C:5](=[O:11])[O:6][C:7]([CH3:10])([CH3:9])[CH3:8].C(O)C.[BH4-].[Na+]>C1COCC1>[OH:1][CH:2]([C:13]1[CH:14]=[CH:15][C:16]([N:19]2[CH2:20][CH2:21][O:22][CH2:23][CH2:24]2)=[CH:17][CH:18]=1)[CH2:3][N:4]([CH3:12])[C:5](=[O:11])[O:6][C:7]([CH3:9])([CH3:10])[CH3:8] |f:2.3|. Reaction conditions: time 18 hour. The product is OC(CN(C(OC(C)(C)C)=O)C)C1=CC=C(C=C1)N1CCOCC1 (tert-Butyl 2-hydroxy-2-(4-morpholin-4-ylphenyl)ethyl(methyl)carbamate). Procedure details: N-[3-Cyano-4-(4-methoxy-phenyl)-1H-pyrrol-2-yl]-formamidine: 6.0 g of 2-amino-4-phenyl-1H-pyrrole-3-carbonitrile are dissolved in 80 ml of triethyl orthoformate, and the solution is stirred for 1 hour at 140° C. The triethyl orthoformate is removed under a high vacuum and the residue is dissolved in methanol saturated with ammonia. Stirring is carried out for 24 hours at room temperature, followed by filtration. The product is recrystallised from ethanol. M.p.: 238-239° C. Reaction SMILES: [C:1]([C:3]1[C:7]([C:8]2[CH:13]=[CH:12][C:11](OC)=[CH:10][CH:9]=2)=[CH:6][NH:5][C:4]=1[NH:16][CH:17]=[NH:18])#[N:2].NC1NC=C(C2C=CC=CC=2)C=1C#N>C(OCC)(OCC)OCC>[C:8]1([C:7]2[C:3]3[C:1]([NH2:2])=[N:18][CH:17]=[N:16][C:4]=3[NH:5][CH:6]=2)[CH:13]=[CH:12][CH:11]=[CH:10][CH:9]=1. Reaction conditions: temperature 140 celsius, time 1 hour. Product: C1(=CC=CC=C1)C1=CNC=2N=CN=C(C21)N (5-Phenyl-7H-pyrrolo[2,3-d]pyrimidin-4-yl-amine). The solvent is C(OCC)(OCC)OCC (triethyl orthoformate). The reactants are C(#N)C1=C(NC=C1C1=CC=C(C=C1)OC)NC=N (N-[3-Cyano-4-(4-methoxy-phenyl)-1H-pyrrol-2-yl]-formamidine), NC=1NC=C(C1C#N)C1=CC=CC=C1 (2-amino-4-phenyl-1H-pyrrole-3-carbonitrile). The reactants are O (water), FCCOC=1C=C(CCl)C=CC1 (3-(2-fluoroethoxy)benzyl chloride), [OH-].[Na+] (sodium hydroxide), ClC1=CC=C(C=C1)C(CO)(C)C (2-(4-chlorophenyl)-2-methylpropyl alcohol), aqueous solution. Reagents/catalysts: [Br-].C(C)[N+](CC1=CC=CC=C1)(CC)CC (triethylbenzylammonium bromide). Solvent: C1(=CC=CC=C1)C (Toluene). Conditions: temperature 50 celsius, time 2 hour. Product: ClC1=CC=C(C=C1)C(COCC1=CC(=CC=C1)OCCF)(C)C (3-(2-fluoroethoxy)benzyl 2-(4-chlorophenyl)-2-methylpropyl ether). The yield is 81.2%. As a reaction SMILES: [F:1][CH2:2][CH2:3][O:4][C:5]1[CH:6]=[C:7]([CH:10]=[CH:11][CH:12]=1)[CH2:8]Cl.[Cl:13][C:14]1[CH:19]=[CH:18][C:17]([C:20]([CH3:24])([CH3:23])[CH2:21][OH:22])=[CH:16][CH:15]=1.[OH-].[Na+].O>[Br-].C([N+](CC)(CC)CC1C=CC=CC=1)C.C1(C)C=CC=CC=1>[Cl:13][C:14]1[CH:15]=[CH:16][C:17]([C:20]([CH3:24])([CH3:23])[CH2:21][O:22][CH2:8][C:7]2[CH:10]=[CH:11][CH:12]=[C:5]([O:4][CH2:3][CH2:2][F:1])[CH:6]=2)=[CH:18][CH:19]=1 |f:2.3,5.6|. Reported procedure: A mixture consisting of 2.0 g of 3-(2-fluoroethoxy)benzyl chloride, 2.3 g of 2-(4-chlorophenyl)-2-methylpropyl alcohol, 0.5 g of triethylbenzylammonium bromide and 5 g of a 50% aqueous solution of sodium hydroxide was stirred at 50° C. for 2 hours. The reaction mixture was cooled to room temperature, and poured into water. Toluene was added, and the mixture was fully stirred. The toluene layer was separated, washed with water and dried over anhydrous sodium sulfate. Toluene was evaporated under ... The reactants are CC(COCC(F)(F)F)=C (2,2,2-trifluoroethyl 2-methyl-2-propenyl ether), C1CN2CCN1CC2 (1,4-diazobicyclo(2,2,2)octane), Rhodium tris-triphenylphosphine chloride. The solvent is CCCCC (pentane), C(C)O.O (ethanol water). The product is CC(=COCC(F)(F)F)C (2,2,2-trifluoroethyl 2-methyl-1-propenyl ether). As a reaction SMILES: [CH3:1][C:2](=[CH2:10])[CH2:3][O:4][CH2:5][C:6]([F:9])([F:8])[F:7].C1N2CCN(CC2)C1>C(O)C.O.CCCCC>[CH3:1][C:2]([CH3:10])=[CH:3][O:4][CH2:5][C:6]([F:9])([F:8])[F:7] |f:2.3|. Procedure details: In 100 ml 20% ethanol/water is added 11 g (71.4 mmol) 2,2,2-trifluoroethyl 2-methyl-2-propenyl ether and 0.59 g (0.642 mmol) 1,4-diazobicyclo(2,2,2)octane. Rhodium tris-triphenylphosphine chloride (16 g, 142.8 mmol) is then added to the stirring mixture, and the solution is heated to 90° for 4 hr. The reaction is then cooled, brought up in pentane, filtered, washed with water and brine and dried over sodium sulfate. The crude product is distilled, yielding 2,2,2-trifluoroethyl 2-methyl-1-propeny... The reactants are CC(=O)O, COc1ccc(C=O)c(OC)c1OC, CO, Nc1n[nH]c2ncnc(Nc3cccc(Cl)c3)c12. Product: COc1ccc(CNc2n[nH]c3ncnc(Nc4cccc(Cl)c4)c23)c(OC)c1OC. As a reaction SMILES: [CH3:19][C:20](=[O:21])[OH:22].[CH3:23][O:24][c:25]1[c:26]([CH:27]=[O:28])[cH:29][cH:30][c:31]([O:35][CH3:36])[c:32]1[O:33][CH3:34].[CH3:37][OH:38].[NH2:1][c:2]1[n:3][nH:4][c:5]2[n:6][cH:7][n:8][c:9]([NH:11][c:12]3[cH:13][c:14]([Cl:18])[cH:15][cH:16][cH:17]3)[c:10]12>>[NH:1]([c:2]1[n:3][nH:4][c:5]2[n:6][cH:7][n:8][c:9]([NH:11][c:12]3[cH:13][c:14]([Cl:18])[cH:15][cH:16][cH:17]3)[c:10]12)[CH2:27][c:26]1[c:25]([O:24][CH3:23])[c:32]([O:33][CH3:34])[c:31]([O:35][CH3:36])[cH:30][cH:29]1.